Dataset: the Open Reaction Database (ORD), a public repository of structured organic reaction records. Task: describe an organic reaction: reactants, conditions, products, and yield The reactants are CC1(OCCO1)C1=CN=C(S1)CN1N=CC(=N1)N (2-[5-(2-methyl-[1,3]dioxolan-2-yl)-thiazol-2-ylmethyl]-2H-[1,2,3]triazol-4-ylamine), FC(C1=CC=C(C=C1)/C=C/C(=O)O)(F)F ((E)-3-(4-trifluoromethyl-phenyl)-acrylic acid). Yields the product C(C)(=O)C1=CN=C(S1)CN1N=CC(=N1)NC(\C=C\C1=CC=C(C=C1)C(F)(F)F)=O ((E)-N-[2-(5-Acetyl-thiazol-2-ylmethyl)-2H-[1,2,3]triazol-4-yl]-3-(4-trifluoromethyl-phenyl)-acrylamide). RXN SMILES: [CH3:1][C:2]1([C:7]2[S:11][C:10]([CH2:12][N:13]3[N:17]=[C:16]([NH2:18])[CH:15]=[N:14]3)=[N:9][CH:8]=2)[O:6]CCO1.[F:19][C:20]([F:33])([F:32])[C:21]1[CH:26]=[CH:25][C:24](/[CH:27]=[CH:28]/[C:29](O)=[O:30])=[CH:23][CH:22]=1>>[C:2]([C:7]1[S:11][C:10]([CH2:12][N:13]2[N:17]=[C:16]([NH:18][C:29](=[O:30])/[CH:28]=[CH:27]/[C:24]3[CH:23]=[CH:22][C:21]([C:20]([F:32])([F:33])[F:19])=[CH:26][CH:25]=3)[CH:15]=[N:14]2)=[N:9][CH:8]=1)(=[O:6])[CH3:1]. Procedure details: Following general procedure A followed by B, starting from 2-[5-(2-methyl-[1,3]dioxolan-2-yl)-thiazol-2-ylmethyl]-2H-[1,2,3]triazol-4-ylamine and (E)-3-(4-trifluoromethyl-phenyl)-acrylic acid. Starting materials: O1CCOCC1 (1,4-dioxane), C1(CCCCC1)NC1=C(C=C2C(C(=CN(C2=C1)C1CCCC1)OCC#N)=O)F ({[7-(cyclohexylamino)-1-cyclopentyl-6-fluoro-4-oxo-1,4-dihydroquinolin-3-yl]oxy}acetonitrile), C(CCC)[Sn](CCCC)(CCCC)N=[N+]=[N-] (tributyltin azide), [OH-].[Na+] (sodium hydroxide). Solvent: CCOCC (ether). The product is C1(CCCCC1)NC1=C(C=C2C(C(=CN(C2=C1)C1CCCC1)OCC1=NN=NN1)=O)F (7-(cyclohexylamino)-1-cyclopentyl-6-fluoro-3-(1H-tetrazol-5-ylmethoxy)quinolin-4(1H)-one). RXN SMILES: O1CCOCC1.[CH:7]1([NH:13][C:14]2[CH:23]=[C:22]3[C:17]([C:18](=[O:33])[C:19]([O:29][CH2:30][C:31]#[N:32])=[CH:20][N:21]3[CH:24]3[CH2:28][CH2:27][CH2:26][CH2:25]3)=[CH:16][C:15]=2[F:34])[CH2:12][CH2:11][CH2:10][CH2:9][CH2:8]1.C([Sn]([N:48]=[N+:49]=[N-:50])(CCCC)CCCC)CCC.[OH-].[Na+]>CCOCC>[CH:7]1([NH:13][C:14]2[CH:23]=[C:22]3[C:17]([C:18](=[O:33])[C:19]([O:29][CH2:30][C:31]4[NH:50][N:49]=[N:48][N:32]=4)=[CH:20][N:21]3[CH:24]3[CH2:28][CH2:27][CH2:26][CH2:25]3)=[CH:16][C:15]=2[F:34])[CH2:8][CH2:9][CH2:10][CH2:11][CH2:12]1 |f:3.4|. Reported procedure: To a 5 ml 1,4-dioxane solution of 300 mg of {[7-(cyclohexylamino)-1-cyclopentyl-6-fluoro-4-oxo-1,4-dihydroquinolin-3-yl]oxy}acetonitrile was added 0.8 ml of tributyltin azide, followed by heating under reflux for 2 days. After cooling to room temperature, aqueous 1M sodium hydroxide solution and ether were added, followed by layer separation operation. To the aqueous layer was added 1 M hydrochloric acid, followed by extraction with chloroform and washing with aqueous saturated sodium chloride. ... Reactants: CCOC(=O)c1cn(C)c2c(Cl)nc(CN3CCOCC3)cc2c1=O, CC(=O)[O-], CC(C)O, [K+]. Yields the product CCOC(=O)c1cn(C)c2cnc(CN3CCOCC3)cc2c1=O. RXN SMILES: [CH2:1]([CH3:2])[O:3][C:4](=[O:5])[c:6]1[cH:7][n:8]([CH3:25])[c:9]2[c:10]([Cl:24])[n:11][c:12]([CH2:17][N:18]3[CH2:19][CH2:20][O:21][CH2:22][CH2:23]3)[cH:13][c:14]2[c:15]1=[O:16].[CH3:27][C:28](=[O:29])[O-:30].[CH:31]([OH:32])([CH3:33])[CH3:34].[K+:26]>>[CH2:1]([CH3:2])[O:3][C:4](=[O:5])[c:6]1[cH:7][n:8]([CH3:25])[c:9]2[cH:10][n:11][c:12]([CH2:17][N:18]3[CH2:19][CH2:20][O:21][CH2:22][CH2:23]3)[cH:13][c:14]2[c:15]1=[O:16]. Reactants: C(CCCCCCC)=O (1-octanal), Cl (hydrochloric acid), Cl.C(C)(C)(C)C1=CC=C(C=C1)NC(=N)NC(=N)N (N1-(4-tert-butylphenyl)-biguanide hydrochloride). The solvent is C(C)O (ethanol). Yields the product Cl.NC=1N(C(N=C(N1)N)CCCCCCC)C1=CC=C(C=C1)C(C)(C)C (2,4-Diamino-1,6-dihydro-6-heptyl-1-(4′-tert-butylphenyl)-1,3,5-triazine hydrochloride). Reaction SMILES: [CH:1](=O)[CH2:2][CH2:3][CH2:4][CH2:5][CH2:6][CH2:7][CH3:8].[ClH:10].Cl.[C:12]([C:16]1[CH:21]=[CH:20][C:19]([NH:22][C:23]([NH:25][C:26]([NH2:28])=[NH:27])=[NH:24])=[CH:18][CH:17]=1)([CH3:15])([CH3:14])[CH3:13]>C(O)C>[ClH:10].[NH2:24][C:23]1[N:22]([C:19]2[CH:20]=[CH:21][C:16]([C:12]([CH3:15])([CH3:14])[CH3:13])=[CH:17][CH:18]=2)[CH:1]([CH2:2][CH2:3][CH2:4][CH2:5][CH2:6][CH2:7][CH3:8])[N:27]=[C:26]([NH2:28])[N:25]=1 |f:2.3,5.6|. Reported procedure: 100 ml of ethanol, 4.3 g (33.1 mmol) of 1-octanal and 0.9 ml of concentrated hydrochloric acid were added to 6.0 g (22.2 mmol) of N1-(4-tert-butylphenyl)-biguanide hydrochloride, and the mixture was refluxed for 20 hours. The solvent was concentrated under reduced pressure, and the residue was cooled. The resulting precipitated colorless crystals were collected by filtration, and recrystallized from 80% aqueous ethanol to obtain 4.2 g of colorless crystals having a melting point of 239 to 241° C... Reactants: C(C1=CC=CC=C1)OC[C@H]1CC[C@H](N1C(CC1=CC(=C(C=C1)NC(=O)NC1=C(C=CC=C1)C)OC)=O)COC=1C=C(C(=O)OC)C=CC1 (methyl 3-[5-(R)-benzyloxymethyl-1-[4-[N′-(2-methylphenyl) ureido]-3-methoxyphenylacetyl]-2-(S)-pyrrolidinylmethoxy]benzoate), [OH-].[Na+] (NaOH), Cl (HCl). Run in CO.C1CCOC1 (MeOH THF). Reaction conditions: temperature 60 celsius, time 1 hour. Product: C(C1=CC=CC=C1)OC[C@H]1CC[C@H](N1C(CC1=CC(=C(C=C1)NC(=O)NC1=C(C=CC=C1)C)OC)=O)COC=1C=C(C(=O)O)C=CC1 (3-[5-(R)-benzyloxymethyl-1-[4-[N′-(2-methylphenyl)ureido]-3-methoxyphenylacetyl]-2-(S)-pyrrolidinylmethoxy]benzoic acid). As a reaction SMILES: [CH2:1]([O:8][CH2:9][C@@H:10]1[N:14]([C:15](=[O:36])[CH2:16][C:17]2[CH:22]=[CH:21][C:20]([NH:23][C:24]([NH:26][C:27]3[CH:32]=[CH:31][CH:30]=[CH:29][C:28]=3[CH3:33])=[O:25])=[C:19]([O:34][CH3:35])[CH:18]=2)[C@H:13]([CH2:37][O:38][C:39]2[CH:40]=[C:41]([CH:46]=[CH:47][CH:48]=2)[C:42]([O:44]C)=[O:43])[CH2:12][CH2:11]1)[C:2]1[CH:7]=[CH:6][CH:5]=[CH:4][CH:3]=1.[OH-].[Na+].Cl>CO.C1COCC1>[CH2:1]([O:8][CH2:9][C@@H:10]1[N:14]([C:15](=[O:36])[CH2:16][C:17]2[CH:22]=[CH:21][C:20]([NH:23][C:24]([NH:26][C:27]3[CH:32]=[CH:31][CH:30]=[CH:29][C:28]=3[CH3:33])=[O:25])=[C:19]([O:34][CH3:35])[CH:18]=2)[C@H:13]([CH2:37][O:38][C:39]2[CH:40]=[C:41]([CH:46]=[CH:47][CH:48]=2)[C:42]([OH:44])=[O:43])[CH2:12][CH2:11]1)[C:2]1[CH:7]=[CH:6][CH:5]=[CH:4][CH:3]=1 |f:1.2,4.5|. Procedure: To a stirred solution of methyl 3-[5-(R)-benzyloxymethyl-1-[4-[N′-(2-methylphenyl) ureido]-3-methoxyphenylacetyl]-2-(S)-pyrrolidinylmethoxy]benzoate (185 mg, 0.28 mmol) in MeOH-THF (2:5, 7 ml) was added 1.0 M-NaOH (860 ml, 0.86 mmol) at rt, and the resulting mixture was heated at 60° C. with stirring for 1 h. The reaction mixture was poured into 1N-HCl, then extracted with CHCl3. The organic layer was washed with brine, drying over anhydrous Na2SO4, then concentrated in vacuo. The residue was ch...